Task: describe an organic reaction: reactants, conditions, products, and yield. Dataset: the Open Reaction Database (ORD), a public repository of structured organic reaction records The reactants are CO.OC1=CC=C(C=C1)C(C)(C)C1=CC=C(C=C1)O (bisphenol-A methanol), OO (hydrogen peroxide), CBr (methyl bromide). Run in CO (methanol). The product is OC1=CC=C(C=C1)C(C)(C)C1=CC=C(C=C1)O (bisphenol-A). RXN SMILES: CO.[OH:3][C:4]1[CH:9]=[CH:8][C:7]([C:10]([C:13]2[CH:18]=[CH:17][C:16]([OH:19])=[CH:15][CH:14]=2)([CH3:12])[CH3:11])=[CH:6][CH:5]=1.OO.CBr>CO>[OH:3][C:4]1[CH:5]=[CH:6][C:7]([C:10]([C:13]2[CH:14]=[CH:15][C:16]([OH:19])=[CH:17][CH:18]=2)([CH3:12])[CH3:11])=[CH:8][CH:9]=1 |f:0.1|. Reported procedure: A reduced methyl bromide process for making tetrabromobisphenol A in methanol, including: dissolving bisphenol-A in a methanol solvent to form a bisphenol-A methanol solution, adding bromine to the bisphenol-A methanol solution to brominate bisphenol-A and form tetrabromobisphenol A and hydrogen bromide, exposing the bisphenol-A methanol solution to an amount of a hydrogen peroxide agent to reduce the amount of methyl bromide co-product resulting from the bromination of bisphenol-A in methanol b... Reactants: C1(=CC=CC=C1)O (Phenol), CCCO.CCCO.CCCO.CCCO.[Zr] (zirconium n-propoxide). The solvent is CC=1C=CC(=CC1)C(C)C (p-cymene). The product is [O-]C1=CC=CC=C1.[Zr+4].[O-]C1=CC=CC=C1.[O-]C1=CC=CC=C1.[O-]C1=CC=CC=C1 (Zirconium Phenoxide). The yield is 45.1%. RXN SMILES: [C:1]1([OH:7])[CH:6]=[CH:5][CH:4]=[CH:3][CH:2]=1.CCCO.CCCO.CCCO.CCCO.[Zr:24]>CC1C=CC(C(C)C)=CC=1>[O-:7][C:1]1[CH:6]=[CH:5][CH:4]=[CH:3][CH:2]=1.[Zr+4:24].[O-:7][C:1]1[CH:6]=[CH:5][CH:4]=[CH:3][CH:2]=1.[O-:7][C:1]1[CH:6]=[CH:5][CH:4]=[CH:3][CH:2]=1.[O-:7][C:1]1[CH:6]=[CH:5][CH:4]=[CH:3][CH:2]=1 |f:1.2.3.4.5,7.8.9.10.11|. Procedure details: Phenol (50 g), zirconium n-propoxide (10 g), and p-cymene (100 ml) were combined. The mixture was distilled through a 10 cm Vigreux column until all volatile components were removed. The cooled product was taken up in a mixture of methylene chloride (100 ml) and toluene (200 ml). This was filtered, and then concentrated under reduced pressure to a volume of ca. 50 ml. The concentrate was filtered to give 6.3 g of solid which was washed with petroleum ether, and dried under high vacuum for one ho... Reactants: CCOC(C)=O, [H][H], N#Cc1ccc(C#CCO)cc1. The product is N#Cc1ccc(CCCO)cc1. Reaction SMILES: [CH3:15][CH2:16][O:17][C:18]([CH3:19])=[O:20].[H:13][H:14].[OH:1][CH2:2][C:3]#[C:4][c:5]1[cH:6][cH:7][c:8]([C:9]#[N:10])[cH:11][cH:12]1>>[OH:1][CH2:2][CH2:3][CH2:4][c:5]1[cH:6][cH:7][c:8]([C:9]#[N:10])[cH:11][cH:12]1. The reactants are Cl.Cl.FC=1C=C(C#N)C=CC1OCCN1CC2CNCC(C1)O2 (3-Fluoro-4-[2-(9-oxa-3,7-diaza-bicyclo[3.3.1]non-3-yl)-ethoxy]-benzonitrile hydrochloride hydrochloric acid salt), C(C)(C)(C)OC(NCCCBr)=O ((3-Bromo-propyl)-carbamic acid tert-butyl ester), C([O-])([O-])=O.[K+].[K+] (potassium carbonate). Solvent: C(C)#N (acetonitrile). Conditions: temperature 60 celsius, time 8 hour. The product is C(C)(C)(C)OC(NCCCN1CC2CN(CC(C1)O2)CCOC2=C(C=C(C=C2)C#N)F)=O ((3-{7-[2-(4-Cyano-2-fluoro-phenoxy)-ethyl]-9-oxa-3,7-diaza-bicyclo [3.3.1]non-3-yl}-propyl)-carbamic acid ter-butyl ester). The yield is 94.4%. As a reaction SMILES: Cl.Cl.[F:3][C:4]1[CH:5]=[C:6]([CH:9]=[CH:10][C:11]=1[O:12][CH2:13][CH2:14][N:15]1[CH2:22][CH:21]2[O:23][CH:17]([CH2:18][NH:19][CH2:20]2)[CH2:16]1)[C:7]#[N:8].[C:24]([O:28][C:29](=[O:35])[NH:30][CH2:31][CH2:32][CH2:33]Br)([CH3:27])([CH3:26])[CH3:25].C(=O)([O-])[O-].[K+].[K+]>C(#N)C>[C:24]([O:28][C:29](=[O:35])[NH:30][CH2:31][CH2:32][CH2:33][N:19]1[CH2:20][CH:21]2[O:23][CH:17]([CH2:16][N:15]([CH2:14][CH2:13][O:12][C:11]3[CH:10]=[CH:9][C:6]([C:7]#[N:8])=[CH:5][C:4]=3[F:3])[CH2:22]2)[CH2:18]1)([CH3:27])([CH3:26])[CH3:25] |f:0.1.2,4.5.6|. Reported procedure: A suspension of 3-Fluoro-4-[2-(9-oxa-3,7-diaza-bicyclo[3.3.1]non-3-yl)-ethoxy]-benzonitrile hydrochloride hydrochloric acid salt (5 g, 0.0137 mol, from step N (vii) above ), (3-Bromo-propyl)-carbamic acid tert-butyl ester (4.24 g, 0.0178 mol, from step (i) above) and potassium carbonate (7.57 g, 0.0548 mol) in dry acetonitrile (100 ml) was stirred at 60° C. overnight under nitrogen atmosphere. The reaction mixture was filtered through celite and solvent concentrated under reduced pressure. The r... Starting materials: CC=1C=C(CO)C=CC1[N+](=O)[O-] (3-methyl-4-nitrobenzyl alcohol), C(C)(C)N(C(C)C)CC (N,N-diisopropylethylamine), COC([C@@H](NC(=O)OC(C)(C)C)CC1=CN(C=N1)C(=O)OC(C)(C)C)=O (N,1-bis-t-butoxycarbonyl-L-histidine methyl ester), P(=O)([O-])([O-])[O-] (phosphate), FC(S(=O)(=O)OS(=O)(=O)C(F)(F)F)(F)F (Trifluoromethanesulfonic anhydride). Solvent: C(Cl)Cl (methylene chloride), C(Cl)Cl (methylene chloride), C(Cl)Cl (methylene chloride). Reaction conditions: temperature -70 celsius, time 30 minute. Yields the product COC([C@@H](NC(=O)OC(C)(C)C)CC1=CN=CN1CC1=CC(=C(C=C1)[N+](=O)[O-])C)=O (3-(3-methyl-4-nitrophenyl)methyl-N-t-butoxycarbonyl-L-histidine methyl ester). Yield: 106.4%. RXN SMILES: FC(F)(F)S(OS(C(F)(F)F)(=O)=O)(=O)=O.[CH3:16][C:17]1[CH:18]=[C:19]([CH:22]=[CH:23][C:24]=1[N+:25]([O-:27])=[O:26])[CH2:20]O.C(N(CC)C(C)C)(C)C.[CH3:37][O:38][C:39](=[O:62])[C@H:40]([CH2:49][C:50]1[N:54]=[CH:53][N:52](C(OC(C)(C)C)=O)[CH:51]=1)[NH:41][C:42]([O:44][C:45]([CH3:48])([CH3:47])[CH3:46])=[O:43].P([O-])([O-])([O-])=O>C(Cl)Cl>[CH3:37][O:38][C:39](=[O:62])[C@H:40]([CH2:49][C:50]1[N:54]([CH2:20][C:19]2[CH:22]=[CH:23][C:24]([N+:25]([O-:27])=[O:26])=[C:17]([CH3:16])[CH:18]=2)[CH:53]=[N:52][CH:51]=1)[NH:41][C:42]([O:44][C:45]([CH3:48])([CH3:46])[CH3:47])=[O:43]. Reported procedure: Trifluoromethanesulfonic anhydride (10.00 g, 0.0354 mol) and dry methylene chloride (60 ml) were placed into a 500 ml separable flask having its interior atmosphere replaced with well dried nitrogen gas, and cooled to -70° C. Then a solution of 3-methyl-4-nitrobenzyl alcohol (5.34 g, 0.0325 mol) and N,N-diisopropylethylamine (6.2 ml, 0.0356 mol) in dry methylene chloride (40 ml) was added dropwise over a period of 15 minutes, followed by stirring for 30 minutes, after which a solution of N,1-bis... Procedure: To a room temperature solution of 280 mg (2.042 mmol) nitromethyl-benzene in 3 ml dioxane was added a solution of 141 mg (2.042 mmol) 3,4-dihydro-2H-pyrrole (CAS: 638-31-3) in 0.5 ml dioxane. The mixture was stirred at room temperature for 10 min then at 60° C. for 2.5 hours then cooled to 5-10° C. and 198.2 ul (2.45 mmol) acryloyl chloride was added dropwise. The mixture was then warm to room temperature and stirred for 1 hour. The reaction mixture was quenched with saturated sodium bicarbonate... The yield is 96.1%. Run in O1CCOCC1 (dioxane), O1CCOCC1 (dioxane). The reactants are C(C=C)(=O)Cl (acryloyl chloride), [N+](=O)([O-])CC1=CC=CC=C1 (nitromethyl-benzene), N=1CCCC1 (3,4-dihydro-2H-pyrrole). RXN SMILES: [N+:1]([CH2:4][C:5]1[CH:10]=[CH:9][CH:8]=[CH:7][CH:6]=1)([O-:3])=[O:2].[N:11]1[CH2:12][CH2:13][CH2:14][CH:15]=1.[C:16](Cl)(=[O:19])[CH:17]=[CH2:18]>O1CCOCC1>[N+:1]([C:4]1([C:5]2[CH:10]=[CH:9][CH:8]=[CH:7][CH:6]=2)[CH:12]2[N:11]([CH2:15][CH2:14][CH2:13]2)[C:16](=[O:19])[CH2:17][CH2:18]1)([O-:3])=[O:2]. The product is [N+](=O)([O-])C1(CCC(N2CCCC12)=O)C1=CC=CC=C1 (8-Nitro-8-phenyl-hexahydro-indolizin-5-one). Reaction conditions: time 10 minute.